The task is: describe an organic reaction: reactants, conditions, products, and yield. This data is from the Open Reaction Database (ORD), a public repository of structured organic reaction records. The reactants are N=C(NC(=O)OCc1ccccc1)c1ccc2oc(C(=O)O)cc2c1, CC(C)(C)OC(=O)CCC1CCC(N)CC1. The product is CC(C)(C)OC(=O)CCC1CCC(NC(=O)c2cc3cc(C(=N)NC(=O)OCc4ccccc4)ccc3o2)CC1. Reaction SMILES: [CH2:1]([c:2]1[cH:3][cH:4][cH:5][cH:6][cH:7]1)[O:8][C:9](=[O:10])[NH:11][C:12](=[NH:13])[c:14]1[cH:15][cH:16][c:17]2[c:18]([cH:19][c:20]([C:22](=[O:23])[OH:24])[o:21]2)[cH:25]1.[NH2:26][CH:27]1[CH2:28][CH2:29][CH:30]([CH2:33][CH2:34][C:35](=[O:36])[O:37][C:38]([CH3:39])([CH3:40])[CH3:41])[CH2:31][CH2:32]1>>[CH2:1]([c:2]1[cH:3][cH:4][cH:5][cH:6][cH:7]1)[O:8][C:9](=[O:10])[NH:11][C:12](=[NH:13])[c:14]1[cH:15][cH:16][c:17]2[c:18]([cH:19][c:20]([C:22](=[O:23])[NH:26][CH:27]3[CH2:28][CH2:29][CH:30]([CH2:33][CH2:34][C:35](=[O:36])[O:37][C:38]([CH3:39])([CH3:40])[CH3:41])[CH2:31][CH2:32]3)[o:21]2)[cH:25]1. Starting materials: [O-]CC.[Na+] (Sodium ethoxide), [H-].[Na+] (NaH), COC(=O)C=1SC=C(C1NCC1=CC=C(C=C1)OC)C (methyl 3-(4-methoxybenzylamino)-thiophene-2-carboxylic acid methyl ester), C(C)C(C(=O)Cl)C(=O)Cl (Ethyl malonyl chloride). The solvent is CN(C)C=O (DMF). Run at time 10 minute. Yields the product C(C)OC(=O)C1=C(C2=C(N(C1=O)CC1=CC=C(C=C1)OC)C=CS2)O (7-hydroxy-4-(4-methoxybenzyl)-5-oxo-4,5-dihydro-thieno[3,2-b]pyridine-6-carboxylic acid ethyl ester). Yield: 79.0%. As a reaction SMILES: [H-].[Na+].CO[C:5]([C:7]1[S:8][CH:9]=[C:10](C)[C:11]=1[NH:12][CH2:13][C:14]1[CH:19]=[CH:18][C:17]([O:20][CH3:21])=[CH:16][CH:15]=1)=[O:6].C([CH:25]([C:29](Cl)=[O:30])[C:26](Cl)=[O:27])C.[O-:32][CH2:33][CH3:34].[Na+]>CN(C=O)C>[CH2:33]([O:32][C:29]([C:25]1[C:26](=[O:27])[N:12]([CH2:13][C:14]2[CH:15]=[CH:16][C:17]([O:20][CH3:21])=[CH:18][CH:19]=2)[C:11]2[CH:10]=[CH:9][S:8][C:7]=2[C:5]=1[OH:6])=[O:30])[CH3:34] |f:0.1,4.5|. Procedure: Solid NaH (60% in min. oil, 4.62 g, 135 mmol) was added in portions to a stirred solution of 3-(4-methoxybenzylamino)-thiophene-2-carboxylic acid methyl ester (53) (26.69 g, 96 mmol) in dry DMF. The solution was stirred for 10 min. at room temperature and cooled to 0° C. Ethyl malonyl chloride was added slowly and the solution was further stirred at room temperature for 15 min. Sodium ethoxide (13.1 g, 192 mmol) was added to the solution and the solution was heated to 110° C. for 2 h. The soluti...